From a dataset of the Open Reaction Database (ORD), a public repository of structured organic reaction records. describe an organic reaction: reactants, conditions, products, and yield The reactants are BrC=1SC(=C(N1)C)C1=C(N=C2N1N=C(C=C2C(CC)CC)C)C (3-(2-bromo-4-methyl-thiazol-5-yl)-8-(1-ethyl-propyl)-2,6-dimethyl-imidazo[1,2-b]pyridazine), Teflon, ketal, C(=O)([O-])[O-].[Cs+].[Cs+] (Cs2CO3). Solvent: C1CCOC1 (THF). Run at temperature 110 celsius. Yields the product C(C)C(CC)C=1C=2N(N=C(C1)C)C(=C(N2)C)C2=C(N=C(S2)N2CCC(CC2)=O)C (1-{5-[8-(1-ethyl-propyl)-2,6-dimethyl-imidazo[1,2-b]pyridazin-3-yl]-4-methyl-thiazol-2-yl}-piperidin-4-one). Isolated yield 225.5%. RXN SMILES: Br[C:2]1[S:3][C:4]([C:8]2[N:12]3[N:13]=[C:14]([CH3:22])[CH:15]=[C:16]([CH:17]([CH2:20][CH3:21])[CH2:18][CH3:19])[C:11]3=[N:10][C:9]=2[CH3:23])=[C:5]([CH3:7])[N:6]=1.[C:24]([O-:27])([O-])=O.[Cs+].[Cs+]>C1COCC1>[CH2:18]([CH:17]([C:16]1[C:11]2[N:12]([C:8]([C:4]3[S:3][C:2]([N:10]4[CH2:11][CH2:16][C:24](=[O:27])[CH2:8][CH2:9]4)=[N:6][C:5]=3[CH3:7])=[C:9]([CH3:23])[N:10]=2)[N:13]=[C:14]([CH3:22])[CH:15]=1)[CH2:20][CH3:21])[CH3:19] |f:1.2.3|. Reported procedure: 100 mg of 3-(2-bromo-4-methyl-thiazol-5-yl)-8-(1-ethyl-propyl)-2,6-dimethyl-imidazo[1,2-b]pyridazine (0.25 mmol), 182 mg of 4-piperidineethylene ketal (1.27 mmol) and 244 mg of Cs2CO3 (0.75 mmol) are put into 4.0 ml vial with 2.0 ml of THF. The vial is capped with a Teflon® lined cap and heated at 110° C. for 3 days. The reaction mixture is concentrated and applied onto a silica-gel chromatography column (Hexane:AcOEt=3:1) to give 116 mg of the title compound. Yield 100%. mass spectrum (m/e): 45... Reactants: ClC1=NC(=NC(=C1)Cl)OC (4,6-dichloro-2-methoxy-pyrimidine), ClC1=NC(=NC(=C1)Cl)OC (4,6-dichloro-2-methoxypyrimidine), Cl.FC1(OC2=C(O1)C=CC(=C2)CCN)F (2-(2,2-difluoro-benzo[1,3]dioxol-5-yl)-ethylamine hydrochloride), Cl.FC1(OC2=C(O1)C=CC(=C2)CCN)F (2-(2,2-difluoro-benzo[1,3]dioxol-5-yl)-ethylamine hydrochloride), C([O-])(O)=O.[Na+] (sodium bicarbonate). Run in CCO (EtOH). The product is ClC1=CC(=NC(=N1)OC)NCCC1=CC2=C(OC(O2)(F)F)C=C1 ((6-chloro-2-methoxy-pyrimidin-4-yl)-[2-(2,2-difluoro-benzo[1,3]dioxol-5-yl)-ethyl]-amine). Isolated yield 79.0%. RXN SMILES: Cl[C:2]1[CH:7]=[C:6]([Cl:8])[N:5]=[C:4]([O:9][CH3:10])[N:3]=1.Cl.[F:12][C:13]1([F:25])[O:17][C:16]2[CH:18]=[CH:19][C:20]([CH2:22][CH2:23][NH2:24])=[CH:21][C:15]=2[O:14]1.C(=O)(O)[O-].[Na+]>CCO>[Cl:8][C:6]1[N:5]=[C:4]([O:9][CH3:10])[N:3]=[C:2]([NH:24][CH2:23][CH2:22][C:20]2[CH:19]=[CH:18][C:16]3[O:17][C:13]([F:25])([F:12])[O:14][C:15]=3[CH:21]=2)[CH:7]=1 |f:1.2,3.4|. Reported procedure: To a solution of 4,6-dichloro-2-methoxy-pyrimidine (0.606 g, 3.38 mmol, Intermediate (4)] and 2-(2,2-difluoro-benzo[1,3]dioxol-5-yl)-ethylamine hydrochloride (0.884 g, 3.72 mmol, Intermediate (62)]) in EtOH (11 mL) is added sodium bicarbonate (0.85 g, 10.14 mmol) and heated to reflux for 4 hours. The reaction mixture is filtered and filtrate is concentrated, residue solid is washed with small amount of EtOH to yield (6-chloro-2-methoxy-pyrimidin-4-yl)-[2-(2,2-difluoro-benzo[1,3]dioxol-5-yl)-ethy... The reactants are ClS(=O)(=O)N=C=O (chlorosulfonyl-isocyanate), C(C)NS(=O)(=O)C (methanesulfonic acid ethylamide). The solvent is ClC1=CC=CC=C1 (chlorobenzene). Conditions: temperature 150 celsius. Product: CS(=O)(=O)N(S(=O)(=O)N=C=O)CC (methanesulfonyl-ethylamino-sulfonylisocyanate). Isolated yield 81.3%. As a reaction SMILES: Cl[S:2]([N:5]=[C:6]=[O:7])(=[O:4])=[O:3].[CH2:8]([NH:10][S:11]([CH3:14])(=[O:13])=[O:12])[CH3:9]>ClC1C=CC=CC=1>[CH3:14][S:11]([N:10]([CH2:8][CH3:9])[S:2]([N:5]=[C:6]=[O:7])(=[O:4])=[O:3])(=[O:13])=[O:12]. Procedure: 225 g (1.60 moles) of chlorosulfonyl-isocyanate are added to a solution of 170 g (1.38 moles) of methanesulfonic acid ethylamide in 700 ml of chlorobenzene, and the whole is heated for 5 hours at a bath temperature of 150°C while passing nitrogen through the reaction vessel. Subsequently, 256 g (81 %) of methanesulfonyl-ethylamino-sulfonylisocyanate having a boiling point of 99° - 106°C/1 torr are isolated by distillation. The reactants are ClC1=C(C(=C(C=C1OC)OC)Cl)C1=CC2=C(C=N1)C(=NN2)I (6-(2,6-dichloro-3,5-dimethoxyphenyl)-3-iodo-1H-pyrazolo[4,3-c]pyridine), CN1C(COC2=C1C=C(C=C2)B2OC(C(O2)(C)C)(C)C)=O (4-methyl-6-(4,4,5,5-tetramethyl-1,3,2-dioxaborolan-2-yl)-2H-1,4-benzoxazin-3(4H)-one). Yields the product ClC1=C(C(=C(C=C1OC)OC)Cl)C1=CC2=C(C=N1)C(=NN2)C=2C=CC1=C(N(C(CO1)=O)C)C2 (6-[6-(2,6-dichloro-3,5-dimethoxyphenyl)-1H-pyrazolo[4,3-c]pyridin-3-yl]-4-methyl-2H-1,4-benzoxazin-3(4H)-one). As a reaction SMILES: [Cl:1][C:2]1[C:7]([O:8][CH3:9])=[CH:6][C:5]([O:10][CH3:11])=[C:4]([Cl:12])[C:3]=1[C:13]1[N:18]=[CH:17][C:16]2[C:19](I)=[N:20][NH:21][C:15]=2[CH:14]=1.[CH3:23][N:24]1[C:29]2[CH:30]=[C:31](B3OC(C)(C)C(C)(C)O3)[CH:32]=[CH:33][C:28]=2[O:27][CH2:26][C:25]1=[O:43]>>[Cl:1][C:2]1[C:7]([O:8][CH3:9])=[CH:6][C:5]([O:10][CH3:11])=[C:4]([Cl:12])[C:3]=1[C:13]1[N:18]=[CH:17][C:16]2[C:19]([C:31]3[CH:32]=[CH:33][C:28]4[O:27][CH2:26][C:25](=[O:43])[N:24]([CH3:23])[C:29]=4[CH:30]=3)=[N:20][NH:21][C:15]=2[CH:14]=1. Procedure: This compound was prepared by using procedures analogous to those described for the synthesis of Example 4, Step 2 starting from 6-(2,6-dichloro-3,5-dimethoxyphenyl)-3-iodo-1H-pyrazolo[4,3-c]pyridine and 4-methyl-6-(4,4,5,5-tetramethyl-1,3,2-dioxaborolan-2-yl)-2H-1,4-benzoxazin-3(4H)-one. LCMS (M+H)+=485.0/487.0.